The task is: describe an organic reaction: reactants, conditions, products, and yield. This data is from the Open Reaction Database (ORD), a public repository of structured organic reaction records. Reactants: [OH-].[Na+] (sodium hydroxide), C(=C)C1=CC=C(C=O)C=C1 (4-vinylbenzaldehyde), C(CC)O (n-propanol), C1(=CC=C(C=C1)S(=O)(=O)O)C (p-toluenesulfonic acid). Run in C1=CC=CC=C1 (benzene), O (water), CCOCC (ether). Product: C(=C)C1=CC=C(C=C1)C(OCCC)OCCC (4-ethenylphenyl-di-n-propoxymethane). RXN SMILES: [CH:1]([C:3]1[CH:10]=[CH:9][C:6]([CH:7]=[O:8])=[CH:5][CH:4]=1)=[CH2:2].[CH2:11]([OH:14])[CH2:12][CH3:13].[C:15]1(C)[CH:20]=CC(S(O)(=O)=O)=C[CH:16]=1.[OH-].[Na+]>C1C=CC=CC=1.CCOCC.O>[CH:1]([C:3]1[CH:10]=[CH:9][C:6]([CH:7]([O:14][CH2:11][CH2:12][CH3:13])[O:8][CH2:16][CH2:15][CH3:20])=[CH:5][CH:4]=1)=[CH2:2] |f:3.4|. Reported procedure: In a 100 ml 3-necked round-bottomed flask, 6.8 g (51.5 mmol) of 4-vinylbenzaldehyde, 12.4 g (205.8 mmol) of n-propanol and 0.1 g (0.5 mmol) of p-toluenesulfonic acid are dissolved in 45 ml of benzene. The solution is refluxed for 22 hours using a water separator and then ether is added thereto. The mixture is subsequently neutralised with 0.1N sodium hydroxide solution. The organic phase is then washed three times with water, dried over magnesium sulfate and concentrated. The resulting oil can b... Starting materials: C1CC2=CC=CC=C2C(=O)C1 (α-Tetralone), F[B-](F)(F)F.CN(C(=CC=[N+](C)C)C(=O)OCC)C (N-(3-dimethylamino-3-ethoxycarbonylpropenylidene)-N-methylmethanaminium tetrafluoroborate), ethanolic solution, CC[O-].[Na+] (sodium ethylate), C(C)OCC (ethyl ether). Solvent: C(C)O (ethanol), C(C)O (ethanol). Run at temperature 20 celsius. The product is C(C)(C)OC(C)C (isopropyl ether), CN(C(C(=O)OCC)=CC=C1C(C2=CC=CC=C2CC1)=O)C (ethyl 2-dimethylamino-4-(1-oxo-1,2,3,4-tetrahydro-2-naphthylidene)-2-butenoate). Yield: 33.5%. Reaction SMILES: [CH2:1]1[CH2:11][C:9](=[O:10])[C:8]2[C:3](=[CH:4][CH:5]=[CH:6][CH:7]=2)[CH2:2]1.F[B-](F)(F)F.[CH3:17][N:18]([CH3:30])[C:19]([C:25]([O:27][CH2:28][CH3:29])=[O:26])=[CH:20][CH:21]=[N+](C)C.CC[O-].[Na+].C(OCC)C>C(O)C>[CH:19]([O:10][CH:9]([CH3:8])[CH3:11])([CH3:25])[CH3:20].[CH3:17][N:18]([CH3:30])[C:19](=[CH:20][CH:21]=[C:11]1[CH2:1][CH2:2][C:3]2[C:8](=[CH:7][CH:6]=[CH:5][CH:4]=2)[C:9]1=[O:10])[C:25]([O:27][CH2:28][CH3:29])=[O:26] |f:1.2,3.4|. Procedure details: α-Tetralone (51 g) is added dropwise in the course of 45 minutes, at a temperature in the region of 15° C., to a mixture of N-(3-dimethylamino-3-ethoxycarbonylpropenylidene)-N-methylmethanaminium tetrafluoroborate (100 g) in ethanol (500 cc) and a 2M ethanolic solution of sodium ethylate (210 cc). The mixture is maintained for 1 hour 45 minutes at a temperature in the region of 20° C. and is then heated for 4 hours 45 minutes to 70° C. The reaction ethanol is evaporated off to dryness and the oi... The reactants are COCc1ccc(C(=O)OC)c2ccccc12, CO, Cl, [Na+], [OH-]. The product is COCc1ccc(C(=O)O)c2ccccc12. As a reaction SMILES: [CH3:1][O:2][CH2:3][c:4]1[cH:5][cH:6][c:7]([C:14](=[O:15])[O:16][CH3:17])[c:8]2[cH:9][cH:10][cH:11][cH:12][c:13]12.[CH3:21][OH:22].[ClH:20].[Na+:19].[OH-:18]>>[CH3:1][O:2][CH2:3][c:4]1[cH:5][cH:6][c:7]([C:14](=[O:15])[OH:16])[c:8]2[cH:9][cH:10][cH:11][cH:12][c:13]12. Reactants: C(C)(C)(C)OC(NCCN(C(CC)C1=NC2=CC(=CC=C2C(N1CC1=CC=CC=C1)=O)Cl)C(C=C)=O)=O ((2-{acryloyl-[1-(3-benzyl-7-chloro-4-oxo-3,4-dihydro-quinazolin-2-yl)-propyl]-amino}-ethyl)-carbamic acid tert-butyl ester), 1c, C(C)(C)(C)OC(N)=O (carbamic acid tert-butyl ester). The product is C(C1=CC=CC=C1)N1C(=NC2=CC(=CC=C2C1=O)Cl)C(CC)N1CCNCCC1=O (3-Benzyl-7-chloro-2-[1-(7-oxo-[1,4]diazepan-1 -yl)-propyl]-3H-quinazolin-4-one). Reaction SMILES: C(OC(=O)[NH:7][CH2:8][CH2:9][N:10]([C:33](=[O:36])[CH:34]=[CH2:35])[CH:11]([C:14]1[N:23]([CH2:24][C:25]2[CH:30]=[CH:29][CH:28]=[CH:27][CH:26]=2)[C:22](=[O:31])[C:21]2[C:16](=[CH:17][C:18]([Cl:32])=[CH:19][CH:20]=2)[N:15]=1)[CH2:12][CH3:13])(C)(C)C.C(OC(=O)N)(C)(C)C>>[CH2:24]([N:23]1[C:22](=[O:31])[C:21]2[C:16](=[CH:17][C:18]([Cl:32])=[CH:19][CH:20]=2)[N:15]=[C:14]1[CH:11]([N:10]1[C:33](=[O:36])[CH2:34][CH2:35][NH:7][CH2:8][CH2:9]1)[CH2:12][CH3:13])[C:25]1[CH:30]=[CH:29][CH:28]=[CH:27][CH:26]=1. Reported procedure: Preparation of (2-{acryloyl-[1-(3-benzyl-7-chloro-4-oxo-3,4-dihydro-quinazolin-2-yl)-propyl]-amino}-ethyl)-carbamic acid tert-butyl ester: Following the procedure of Example of 1c, 2-[1-(3-benzyl-7-chloro-4-oxo-3,4-dihydro-quinazolin-2-yl)-propylamino]-ethyl}-carbamic acid tert-butyl ester (940 mg, 2 mmol) was converted to the title compound as a white solid: MS (ES) m/e 525.4 (M+H)+. Reactants: C(C)(C)(C)NS(=O)(=O)C=1SC(=CC1)C=1N=CN(C1)C1=NC(=CC(=N1)C1=CC(=C(C=C1)C(F)(F)F)C)C(F)(F)F (5-{1-[4-(3-methyl-4-trifluoromethyl-phenyl)-6-trifluoromethyl-pyrimidin-2-yl]-1H-imidazol-4-yl}-thiophene-2-sulfonic acid tert-butyl amide), C(=O)(C(F)(F)F)O (TFA). Run in ClCCl (dichloromethane). Conditions: time 15 hour. Product: CC=1C=C(C=CC1C(F)(F)F)C1=NC(=NC(=C1)C(F)(F)F)N1C=NC(=C1)C1=CC=C(S1)S(=O)(=O)N (5-{1-[4-(3-Methyl-4-trifluoromethyl-phenyl)-6-trifluoromethyl-pyrimidin-2-yl]-1H-imidazol-4-yl}-thiophene-2-sulfonic acid amide). The yield is 64.5%. RXN SMILES: C([NH:5][S:6]([C:9]1[S:10][C:11]([C:14]2[N:15]=[CH:16][N:17]([C:19]3[N:24]=[C:23]([C:25]4[CH:30]=[CH:29][C:28]([C:31]([F:34])([F:33])[F:32])=[C:27]([CH3:35])[CH:26]=4)[CH:22]=[C:21]([C:36]([F:39])([F:38])[F:37])[N:20]=3)[CH:18]=2)=[CH:12][CH:13]=1)(=[O:8])=[O:7])(C)(C)C.C(O)(C(F)(F)F)=O>ClCCl>[CH3:35][C:27]1[CH:26]=[C:25]([C:23]2[CH:22]=[C:21]([C:36]([F:37])([F:38])[F:39])[N:20]=[C:19]([N:17]3[CH:18]=[C:14]([C:11]4[S:10][C:9]([S:6]([NH2:5])(=[O:8])=[O:7])=[CH:13][CH:12]=4)[N:15]=[CH:16]3)[N:24]=2)[CH:30]=[CH:29][C:28]=1[C:31]([F:34])([F:33])[F:32]. Reported procedure: To a cooled and stirred solution of 5-{1-[4-(3-methyl-4-trifluoromethyl-phenyl)-6-trifluoromethyl-pyrimidin-2-yl]-1H-imidazol-4-yl}-thiophene-2-sulfonic acid tert-butyl amide (0.24 g) in dichloromethane (5 mL) was added TFA (5 mL) and the reaction mixture was allowed to stir at room temperature for 15 h. The mixture was evaporated to dryness and purified by column chromatography on silica gel (dichloromethane/MeOH/NH4OH 80:10:1) and crystallization (MeOH/diethyl ether) to yield the title compoun... Reactants: CN(N)C(=O)C=1NC=CC1 (1H-Pyrrole-2-carboxylic acid, 1-methyl-hydrazide), C=1C=CC2=C(C1)N=NN2O (HOBt), IC1=CC=C(C(=O)O)C=C1 (4-iodobenzoic acid), CCN(C(C)C)C(C)C (DIPEA). Run in CN(C)C=O (DMF), C(CCl)Cl (EDC). Conditions: temperature 40 celsius. Yields the product CN(NC(C1=CC=C(C=C1)I)=O)C(=O)C=1NC=CC1 (1H-Pyrrole-2-carboxylic acid, 1-methyl-2-(4-iodobenzoyl)hydrazide). Reaction SMILES: [CH3:1][N:2]([C:4]([C:6]1[NH:7][CH:8]=[CH:9][CH:10]=1)=[O:5])[NH2:3].C1C=CC2N(O)N=NC=2C=1.[I:21][C:22]1[CH:30]=[CH:29][C:25]([C:26](O)=[O:27])=[CH:24][CH:23]=1.CCN(C(C)C)C(C)C>CN(C=O)C.C(Cl)CCl>[CH3:1][N:2]([C:4]([C:6]1[NH:7][CH:8]=[CH:9][CH:10]=1)=[O:5])[NH:3][C:26](=[O:27])[C:25]1[CH:29]=[CH:30][C:22]([I:21])=[CH:23][CH:24]=1. Procedure: 1H-Pyrrole-2-carboxylic acid, 1-methyl-hydrazide (139 mg), EDC (230 mg), HOBt (162 mg), 4-iodobenzoic acid (248 mg) and DIPEA (0.21 ml) were mixed in DMF (3 ml). The reaction was heated at 40° C. for 6 hours, the DMF was evaporated under vacuum and the residue applied to a bond-elut (silica) and eluted with an ethyl acetate/cyclohexane gradient to give, after evaporation of the solvent, 1H-pyrrole-2-carboxylic acid, 1-methyl-2-(4-iodobenzoyl)hydrazide.